Dataset: the Open Reaction Database (ORD), a public repository of structured organic reaction records. Task: describe an organic reaction: reactants, conditions, products, and yield The reactants are N1=CC(=CC=C1)C(CC#C)C=1C=NC=CC1 (3-(1-(pyridin-3-yl)but-3-ynyl)pyridine), Cu, CuSO4 pentahydrate, ClCC=1NC2=C(N1)C=CC=C2 (2-chloromethylbenzimidazole), [N-]=[N+]=[N-].[Na+] (NaN3), C(C)(C)(C)O (tert-butanol). The reagents and catalysts are [NH4+].[OH-] (NH4OH). Run in O (water), O (water), ClCCl (dichloromethane). Reaction conditions: temperature 125 celsius. Yields the product N1=CC(=CC=C1)C(CC=1N=NN(C1)CC1=NC2=C(N1)C=CC=C2)C=2C=NC=CC2 (2-((4-(2,2-di(pyridin-3-yl)ethyl)-1H-1,2,3-triazol-1-yl)methyl)-1H-benzo[d]imidazole). RXN SMILES: [N:1]1[CH:6]=[CH:5][CH:4]=[C:3]([CH:7]([C:11]2[CH:12]=[N:13][CH:14]=[CH:15][CH:16]=2)[CH2:8][C:9]#[CH:10])[CH:2]=1.Cl[CH2:18][C:19]1[NH:20][C:21]2[CH:27]=[CH:26][CH:25]=[CH:24][C:22]=2[N:23]=1.[N-:28]=[N+:29]=[N-:30].[Na+].C(O)(C)(C)C>O.ClCCl.[NH4+].[OH-]>[N:1]1[CH:6]=[CH:5][CH:4]=[C:3]([CH:7]([C:11]2[CH:12]=[N:13][CH:14]=[CH:15][CH:16]=2)[CH2:8][C:9]2[N:28]=[N:29][N:30]([CH2:18][C:19]3[NH:20][C:21]4[CH:27]=[CH:26][CH:25]=[CH:24][C:22]=4[N:23]=3)[CH:10]=2)[CH:2]=1 |f:2.3,7.8|. Procedure: In a 0.5-2.0 mL microwave vial equipped with a spin vane were placed 3-(1-(pyridin-3-yl)but-3-ynyl)pyridine (0.030 g, 0.14 mmol), 2-chloromethylbenzimidazole (0.023 g, 0.14 mmol), NaN3 (0.0089 g, 0.14 mmol), CuSO4 pentahydrate (0.007 g, 0.03 mmol), and Cu powder (0.007 g, 0.11 mmol), tert-butanol (0.5 mL), and water (0.5 mL). The vial was sealed and warmed to 125° C. for 10 min using microwave heating. After cooling, the reaction mixture was diluted with water (1 mL), dichloromethane (2 mL) and ... The reactants are [N+](=O)([O-])C1=CC(=C(C=C1)N)N (4-nitro-o-phenylenediamine), C1(C(CCCC1)=O)=O (1,2-cyclohexanedione). Reaction conditions: time 8 hour. The product is [N+](=O)([O-])C1=CC2=NC=3CCCCC3N=C2C=C1 (6,7,8,9-Tetrahydro-2-nitrophenazine). RXN SMILES: [N+:1]([C:4]1[CH:9]=[CH:8][C:7]([NH2:10])=[C:6]([NH2:11])[CH:5]=1)([O-:3])=[O:2].[C:12]1(=O)[CH2:17][CH2:16][CH2:15][CH2:14][C:13]1=O>>[N+:1]([C:4]1[CH:9]=[CH:8][C:7]2[C:6](=[N:11][C:12]3[CH2:17][CH2:16][CH2:15][CH2:14][C:13]=3[N:10]=2)[CH:5]=1)([O-:3])=[O:2]. Procedure details: A mixture of 4-nitro-o-phenylenediamine (33.7 g, 0.22 mole) and 25.0 g (0.22 mole) of 1,2-cyclohexanedione in 500 ml of SDA#32 was heated at reflux for 24 hours. The reaction mixture was then stored overnight at room temperature and then filtered. The brown crystalline solid was then washed with ether, air dried, and dried to a consistent weight at 60°, m.p. 175°-178°. Yield: 22 g (96%). The reactants are O (water), [NH4+].[Cl-] (NH4Cl), [N+](=O)([O-])C1=CC=C(C=C1)C1(CCCCC1)C#N (1-(4-nitro-phenyl)-cyclohexanecarbonitrile). Reagents/catalysts: [Fe] (Fe). The solvent is CCO (EtOH). Reaction conditions: temperature 50 celsius. Product: NC1=CC=C(C=C1)C1(CCCCC1)C#N (1-(4-Amino-phenyl)-cyclohexane carbonitrile). The yield is 100.0%. As a reaction SMILES: [N+:1]([C:4]1[CH:9]=[CH:8][C:7]([C:10]2([C:16]#[N:17])[CH2:15][CH2:14][CH2:13][CH2:12][CH2:11]2)=[CH:6][CH:5]=1)([O-])=O.O.[NH4+].[Cl-]>CCO.[Fe]>[NH2:1][C:4]1[CH:5]=[CH:6][C:7]([C:10]2([C:16]#[N:17])[CH2:15][CH2:14][CH2:13][CH2:12][CH2:11]2)=[CH:8][CH:9]=1 |f:2.3|. Procedure details: A solution of 1-(4-nitro-phenyl)-cyclohexanecarbonitrile (0.500 g, 2.17 mmol, as prepared in the previous step) in EtOH (6 mL) and water (6 mL) was treated with NH4Cl (1.16 g, 21.7 mmol) and Fe powder (606 mg, 10.9 mmol) and heated to 50° C. for 2 h. The cooled mixture was filtered through Celite, and the filter cake was washed with MeOH. The solvents were evaporated in vacuo. The residue was partitioned between water (50 mL) and EtOAc (75 mL), and the layers were separated. The organic layer wa...